From a dataset of the Open Reaction Database (ORD), a public repository of structured organic reaction records. describe an organic reaction: reactants, conditions, products, and yield As a reaction SMILES: [OH:1][C:2]1[CH:3]=[C:4]([CH:7]=[CH:8][C:9]=1[OH:10])[CH:5]=[O:6].Cl[C:12]([F:17])([F:16])C([O-])=O.[Na+].[OH-].[Na+]>CN(C)C=O.O>[F:16][CH:12]([F:17])[O:10][C:9]1[CH:8]=[CH:7][C:4]([CH:5]=[O:6])=[CH:3][C:2]=1[OH:1] |f:1.2,3.4|. Isolated yield 39.1%. The solvent is O (water), CN(C=O)C (N,N-dimethylformamide). Product: FC(OC1=C(C=C(C=O)C=C1)O)F (4-(Difluoromethoxy)-3-hydroxybenzaldehyde). The reactants are [OH-].[Na+] (sodium hydroxide), OC=1C=C(C=O)C=CC1O (3,4-dihydroxybenzaldehyde), ClC(C(=O)[O-])(F)F.[Na+] (sodium chlorodifluoroacetate). Reaction conditions: temperature 120 celsius, time 2 hour. Procedure: Commercially available 3,4-dihydroxybenzaldehyde (5 g, 36.2 mmol) and commercially available sodium chlorodifluoroacetate (5.57 g, 36.5 mmol) were dissolved in N,N-dimethylformamide (45 mL) and water (905 μL), and then sodium hydroxide (1.48 g, 37.0 mmol) was added at room temperature, and the mixture was heated and stirred at 120° C. for 2 hours. The solvent was evaporated under vacuum, the residue was cooled to 0° C., and 5 M hydrochloric acid and diethyl ether were added for partition. The or... Reactants: ClCCl, Nc1ncccc1CO, O=C1CCC(=O)N1Br. Product: Nc1ncc(Br)cc1CO. Reaction SMILES: [Cl:18][CH2:19][Cl:20].[NH2:1][c:2]1[n:3][cH:4][cH:5][cH:6][c:7]1[CH2:8][OH:9].[O:10]=[C:11]1[N:12]([Br:17])[C:13](=[O:14])[CH2:15][CH2:16]1>>[NH2:1][c:2]1[n:3][cH:4][c:5]([Br:17])[cH:6][c:7]1[CH2:8][OH:9]. Reactants: C(CCCCCCCCCCC)N(C)CCOC1=CC(=C(C=C1)CCC(=O)OC)OC (3-[4-[2-(N-Dodecyl-N-methylamino)ethoxy]-2-methoxyphenyl]propanoic acid, methyl ester), Cl.C(CCCCCCCCCCC)N(C)CCOC1=CC=C(C=C1)CCC(=O)O (3-[4-[2-(N-dodecyl-N-methylamino)ethoxy]phenyl]propanoic acid, hydrochloride). Yields the product Cl.C(CCCCCCCCCCC)N(C)CCOC1=CC(=C(C=C1)CCC(=O)O)OC (3-[4-[2-(N-Dodecyl-N-methylamino)ethoxy]-2-methoxyphenyl]propanoic acid, hydrochloride). The yield is 62.0%. Reaction SMILES: [CH2:1]([N:13]([CH2:15][CH2:16][O:17][C:18]1[CH:23]=[CH:22][C:21]([CH2:24][CH2:25][C:26]([O:28]C)=[O:27])=[C:20]([O:30][CH3:31])[CH:19]=1)[CH3:14])[CH2:2][CH2:3][CH2:4][CH2:5][CH2:6][CH2:7][CH2:8][CH2:9][CH2:10][CH2:11][CH3:12].[ClH:32].C(N(CCOC1C=CC(CCC(O)=O)=CC=1)C)CCCCCCCCCCC>>[ClH:32].[CH2:1]([N:13]([CH2:15][CH2:16][O:17][C:18]1[CH:23]=[CH:22][C:21]([CH2:24][CH2:25][C:26]([OH:28])=[O:27])=[C:20]([O:30][CH3:31])[CH:19]=1)[CH3:14])[CH2:2][CH2:3][CH2:4][CH2:5][CH2:6][CH2:7][CH2:8][CH2:9][CH2:10][CH2:11][CH3:12] |f:1.2,3.4|. Reported procedure: 3-[4-[2-(N-Dodecyl-N-methylamino)ethoxy]-2-methoxyphenyl]propanoic acid, methyl ester (468 mg, 1.07 mmol) was saponified as described in the preparation of 3-[4-[2-(N-dodecyl-N-methylamino)ethoxy]phenyl]propanoic acid, hydrochloride and afforded the title compound (280 mg, 62%) as a white solid. The product is O=C1C=CC(c2ccccc2)(c2ccccc2)CC1=NO. Reactants: CC(C)(C)[O-], CC(C)(C)O, CCOCC, Cl, [K+], CC(C)(C)ON=O, O=C1C=CC(c2ccccc2)(c2ccccc2)CC1. RXN SMILES: [CH3:20][C:21]([CH3:22])([O-:23])[CH3:24].[CH3:34][C:35]([OH:36])([CH3:37])[CH3:38].[CH3:39][CH2:40][O:41][CH2:42][CH3:43].[ClH:33].[K+:25].[N:26](=[O:27])[O:28][C:29]([CH3:30])([CH3:31])[CH3:32].[c:1]1([C:7]2([c:14]3[cH:15][cH:16][cH:17][cH:18][cH:19]3)[CH:8]=[CH:9][C:10](=[O:13])[CH2:11][CH2:12]2)[cH:2][cH:3][cH:4][cH:5][cH:6]1>>[c:1]1([C:7]2([c:14]3[cH:15][cH:16][cH:17][cH:18][cH:19]3)[CH:8]=[CH:9][C:10](=[O:13])[C:11](=[N:26][OH:27])[CH2:12]2)[cH:2][cH:3][cH:4][cH:5][cH:6]1. Starting materials: CS(C)=O, NCc1ccc(C(F)(F)F)cc1, CCC(C(=O)O)c1cccc2cnccc12, O=C(O)Cc1cccc2cnccc12. The product is CCC(C(=O)NCc1ccc(C(F)(F)F)cc1)c1cccc2cnccc12. RXN SMILES: [CH3:43][S:44]([CH3:45])=[O:46].[F:1][C:2]([c:3]1[cH:4][cH:5][c:6]([CH2:7][NH2:8])[cH:9][cH:10]1)([F:11])[F:12].[cH:13]1[n:14][cH:15][cH:16][c:17]2[c:18]([CH:23]([C:24](=[O:25])[OH:26])[CH2:27][CH3:28])[cH:19][cH:20][cH:21][c:22]12.[cH:29]1[c:30]2[c:31]([c:32]([CH2:33][C:34]([OH:35])=[O:36])[cH:37][cH:38][cH:39]2)[cH:40][cH:41][n:42]1>>[F:1][C:2]([c:3]1[cH:4][cH:5][c:6]([CH2:7][NH:8][C:24]([CH:23]([c:18]2[c:17]3[cH:16][cH:15][n:14][cH:13][c:22]3[cH:21][cH:20][cH:19]2)[CH2:27][CH3:28])=[O:25])[cH:9][cH:10]1)([F:11])[F:12].